describe an organic reaction: reactants, conditions, products, and yield From a dataset of the Open Reaction Database (ORD), a public repository of structured organic reaction records. The reactants are Br, OCCCc1ccc(-c2ccccc2F)nc1. Product: Fc1ccccc1-c1ccc(CCCBr)cn1. RXN SMILES: [BrH:18].[F:1][c:2]1[c:3](-[c:8]2[cH:9][cH:10][c:11]([CH2:14][CH2:15][CH2:16][OH:17])[cH:12][n:13]2)[cH:4][cH:5][cH:6][cH:7]1>>[F:1][c:2]1[c:3](-[c:8]2[cH:9][cH:10][c:11]([CH2:14][CH2:15][CH2:16][Br:18])[cH:12][n:13]2)[cH:4][cH:5][cH:6][cH:7]1. Starting materials: N1=CC=CC=C1 (pyridine), Cl.N1C(=NCC1)NC=1C=C(C(=O)O)C=CC1 (3-[(4,5-dihydro-1H-imidazol-2-yl)amino]benzoic acid.hydrochloride), Cl.C(N)(=N)C=1C=C2C=CC(=C(C2=CC1)CC(N)=O)O (6-amidino-1-carbamoylmethyl-2-naphthol.hydrochloride), C1CCC(CC1)N=C=NC2CCCCC2 (DCC). The reagents and catalysts are CN(C)C=1C=CN=CC1 (DMAP). Run in O (water). Run at time 2 hour. Product: Cl.Cl.N1C(=NCC1)NC=1C=C(C(=O)OC2=C(C3=CC=C(C=C3C=C2)C(N)=N)CC(N)=O)C=CC1 (6-amidino-1-carbamoylmethyl-2-naphthyl 3-[(4,5-dihydro-1H-imidazol-2-yl)amino]-benzoate.dihydrochloride). The yield is 66.6%. As a reaction SMILES: N1C=CC=CC=1.[ClH:7].[NH:8]1[CH2:12][CH2:11][N:10]=[C:9]1[NH:13][C:14]1[CH:15]=[C:16]([CH:20]=[CH:21][CH:22]=1)[C:17]([OH:19])=[O:18].Cl.[C:24]([C:27]1[CH:28]=[C:29]2[C:34](=[CH:35][CH:36]=1)[C:33]([CH2:37][C:38](=[O:40])[NH2:39])=[C:32](O)[CH:31]=[CH:30]2)(=[NH:26])[NH2:25].C1CCC(N=C=NC2CCCCC2)CC1>CN(C1C=CN=CC=1)C.O>[ClH:7].[ClH:7].[NH:10]1[CH2:11][CH2:12][N:8]=[C:9]1[NH:13][C:14]1[CH:15]=[C:16]([CH:20]=[CH:21][CH:22]=1)[C:17]([O:19][C:32]1[CH:31]=[CH:30][C:29]2[C:34](=[CH:35][CH:36]=[C:27]([C:24](=[NH:25])[NH2:26])[CH:28]=2)[C:33]=1[CH2:37][C:38](=[O:40])[NH2:39])=[O:18] |f:1.2,3.4,8.9.10|. Procedure details: 15 Milliliters of 20% hydrous pyridine was added to 634.1 mg of 3-[(4,5-dihydro-1H-imidazol-2-yl)amino]benzoic acid.hydrochloride, 676.7 mg of 6-amidino-1-carbamoylmethyl-2-naphthol.hydrochloride, 598 mg of DCC and 29.5 mg of DMAP, followed by stirring for 2 hours under cooling with ice and then 24 hours under cooling with water. Thereafter, the same procedure as in Example 1 was carried out to obtain 439.5 mg of the desired product. Reactants: O=C([O-])O, COc1ccc(-n2cnnn2)cc1C(=O)Cl, C=CCC(CNC)c1ccccc1, CC(C)=O, [Na+], O. Product: C=CCC(CN(C)C(=O)c1cc(-n2cnnn2)ccc1OC)c1ccccc1. Reaction SMILES: [C:14](=[O:15])([OH:16])[O-:17].[CH3:19][O:20][c:21]1[c:22]([C:23](=[O:24])[Cl:25])[cH:26][c:27](-[n:30]2[n:31][n:32][n:33][cH:34]2)[cH:28][cH:29]1.[CH3:1][NH:2][CH2:3][CH:4]([CH2:5][CH:6]=[CH2:7])[c:8]1[cH:9][cH:10][cH:11][cH:12][cH:13]1.[CH3:36][C:37]([CH3:38])=[O:39].[Na+:18].[OH2:35]>>[CH3:1][N:2]([CH2:3][CH:4]([CH2:5][CH:6]=[CH2:7])[c:8]1[cH:9][cH:10][cH:11][cH:12][cH:13]1)[C:23]([c:22]1[c:21]([O:20][CH3:19])[cH:29][cH:28][c:27](-[n:30]2[n:31][n:32][n:33][cH:34]2)[cH:26]1)=[O:24]. Starting materials: B, CO, CCOCC, CCOC(=O)c1cc(Cl)cc2nc(S)oc12, Cl, [H-], [H-], [H-], [H-], [Li+], [Li+], [Li+], [Li+]. Product: OCc1cc(Cl)cc2nc(S)oc12. RXN SMILES: [BH3:17].[CH3:26][OH:27].[CH3:29][CH2:30][O:31][CH2:32][CH3:33].[Cl:1][c:2]1[cH:3][c:4]([C:12](=[O:13])[O:14][CH2:15][CH3:16])[c:5]2[c:6]([n:7][c:8]([SH:10])[o:9]2)[cH:11]1.[ClH:28].[H-:18].[H-:19].[H-:20].[H-:21].[Li+:22].[Li+:23].[Li+:24].[Li+:25]>>[Cl:1][c:2]1[cH:3][c:4]([CH2:12][OH:13])[c:5]2[c:6]([n:7][c:8]([SH:10])[o:9]2)[cH:11]1. Reactants: COC1=CC=C(CCl)C=C1 (4-methoxybenzyl chloride), Cl (HCl), C(C=1C(S)=CC=CC1)(=O)O (Thiosalicylic acid), O (water). The solvent is CN(C=O)C (dimethylformamide), C(=O)([O-])[O-].[K+].[K+] (K2CO3). The product is COC1=CC=C(CSC=2C(C(=O)O)=CC=CC2)C=C1 (S-(4-Methoxybenzyl)thiosalicylic acid). Isolated yield 99.7%. As a reaction SMILES: [C:1]([OH:10])(=[O:9])[C:2]1[C:3](=[CH:5][CH:6]=[CH:7][CH:8]=1)[SH:4].[CH3:11][O:12][C:13]1[CH:20]=[CH:19][C:16]([CH2:17]Cl)=[CH:15][CH:14]=1.O.Cl>CN(C)C=O.C([O-])([O-])=O.[K+].[K+]>[CH3:11][O:12][C:13]1[CH:20]=[CH:19][C:16]([CH2:17][S:4][C:3]2[C:2](=[CH:8][CH:7]=[CH:6][CH:5]=2)[C:1]([OH:10])=[O:9])=[CH:15][CH:14]=1 |f:5.6.7|. Procedure: Thiosalicylic acid 15.419 g(0.1 M) was dissolved in 150 mL of dimethylformamide (DMF) and 41.463 g(0.3M) of K2CO3, was added to the mixture with stirring. To the above solution, 4-methoxybenzyl chloride 15.661 g(0.1M) was added and the mixture was refluxed for 10 hours. The solution then was cooled to room temperature and 150 mL of water was added and the mixture was acidified with 3M HCl. The precipitated material was collected by gravity filtration and washed with acetone to give 27.364 g(99.7... The reactants are yellow oil, ClC1=CC=C(C=C1)C1=NC2=C(N1C(CO)C1CCCCC1)C=C(C(=C2)F)F (2-[2-(4-chloro-phenyl)-5,6-difluoro-benzoimidazol-1-yl]-2-cyclohexyl-ethanol), COC(C1=CC(=NC(=C1)OC)O)=O (2-hydroxy-6-methoxy-isonicotinic acid methyl ester), N(=NC(=O)OC(C)(C)C)C(=O)OC(C)(C)C (di-tert-butyl azodicarboxylate). The product is COC(C1=CC(=NC(=C1)OC)OCC(C1CCCCC1)N1C(=NC2=C1C=C(C(=C2)F)F)C2=CC=C(C=C2)Cl)=O (2-{2-[2-(4-Chloro-phenyl)-5,6-difluoro-benzoimidazol-1-yl]-2-cyclohexyl-ethoxy}-6-methoxy-isonicotinic acid methyl ester). As a reaction SMILES: [Cl:1][C:2]1[CH:7]=[CH:6][C:5]([C:8]2[N:12]([CH:13]([CH:16]3[CH2:21][CH2:20][CH2:19][CH2:18][CH2:17]3)[CH2:14][OH:15])[C:11]3[CH:22]=[C:23]([F:27])[C:24]([F:26])=[CH:25][C:10]=3[N:9]=2)=[CH:4][CH:3]=1.[CH3:28][O:29][C:30](=[O:40])[C:31]1[CH:36]=[C:35]([O:37][CH3:38])[N:34]=[C:33](O)[CH:32]=1.N(C(OC(C)(C)C)=O)=NC(OC(C)(C)C)=O>>[CH3:28][O:29][C:30](=[O:40])[C:31]1[CH:36]=[C:35]([O:37][CH3:38])[N:34]=[C:33]([O:15][CH2:14][CH:13]([N:12]2[C:11]3[CH:22]=[C:23]([F:27])[C:24]([F:26])=[CH:25][C:10]=3[N:9]=[C:8]2[C:5]2[CH:6]=[CH:7][C:2]([Cl:1])=[CH:3][CH:4]=2)[CH:16]2[CH2:17][CH2:18][CH2:19][CH2:20][CH2:21]2)[CH:32]=1. Reported procedure: The title compound was prepared in analogy to Example 4, intermediate, from 2-[2-(4-chloro-phenyl)-5,6-difluoro-benzoimidazol-1-yl]-2-cyclohexyl-ethanol (Ex. 1, int. c) and 2-hydroxy-6-methoxy-isonicotinic acid methyl ester (commercially available) and replacing di-ethyl azodicarboxylate by di-tert-butyl azodicarboxylate. Light yellow oil (77%). MS (Turbo Spray): m/z=556.2 [M+H].